This data is from the Open Reaction Database (ORD), a public repository of structured organic reaction records. The task is: describe an organic reaction: reactants, conditions, products, and yield The reactants are C(C1=CC=CC=C1)NC([S-])=S.[Na+] (sodium benzyldithiocarbamate), Bis-dithiocarbamates, primary amines, C(CSCl)SCl (1,2-ethanedisulfenyl chloride). The product is C(C1=CC=CC=C1)NC(=S)SSCCSSC(NCC1=CC=CC=C1)=S (1,2-bis(N-benzylthiocarbamoyldithio)ethane). Reaction SMILES: [CH2:1]([S:5]Cl)[CH2:2][S:3]Cl.[CH2:7]([NH:14][C:15](=[S:17])[S-:16])[C:8]1[CH:13]=[CH:12][CH:11]=[CH:10][CH:9]=1.[Na+]>>[CH2:7]([NH:14][C:15]([S:16][S:3][CH2:2][CH2:1][S:5][S:17][C:15](=[S:16])[NH:14][CH2:7][C:8]1[CH:9]=[CH:10][CH:11]=[CH:12][CH:13]=1)=[S:17])[C:8]1[CH:13]=[CH:12][CH:11]=[CH:10][CH:9]=1 |f:1.2|. Procedure details: Bis-dithiocarbamates from primary amines are similarly prepared. For example, addition of 1,2-ethanedisulfenyl chloride solution to an aqueous solution of sodium benzyldithiocarbamate gives nearly a quantitative yield of 1,2-bis(N-benzylthiocarbamoyldithio)ethane, m.p. 105°-110°C, decom., NMR 7.3 singlet, 4.9 mult., 3.4 singlet and 3.15 singlet.